This data is from the Open Reaction Database (ORD), a public repository of structured organic reaction records. The task is: describe an organic reaction: reactants, conditions, products, and yield Starting materials: Cc1ccccc1, COCCCCCCCOCCCC(=O)O, O=C(Cl)C(=O)Cl. The product is COCCCCCCCOCCCC(=O)Cl. RXN SMILES: [CH3:23][c:24]1[cH:25][cH:26][cH:27][cH:28][cH:29]1.[CH3:7][O:8][CH2:9][CH2:10][CH2:11][CH2:12][CH2:13][CH2:14][CH2:15][O:16][CH2:17][CH2:18][CH2:19][C:20]([OH:21])=[O:22].[Cl:1][C:2](=[O:3])[C:4]([Cl:5])=[O:6]>>[Cl:1][C:2](=[O:3])[CH2:4][CH2:18][CH2:17][O:16][CH2:15][CH2:14][CH2:13][CH2:12][CH2:11][CH2:10][CH2:9][O:8][CH3:7].